describe an organic reaction: reactants, conditions, products, and yield From a dataset of the Open Reaction Database (ORD), a public repository of structured organic reaction records. Reactants: BrC1=CC=CC2=C1C(N1[C@H](C=3N2C=NC3C(=O)OC(C)(C)C)CCC1)=O (tert.butyl (S)-8-bromo-11,12,13,13a-tetrahydro-9-oxo-9H-imidazo[1,5-a]pyrrolo[2,1-c][1,4]benzodiazepine-1-carboxylate), C1(CCCCC1)O (cyclohexanol). Reagents/catalysts: CCO.CCO.CCO.CCO.[Ti] (tetraethyl orthotitanate). Conditions: time 8 hour. Yields the product BrC1=CC=CC2=C1C(N1[C@H](C=3N2C=NC3C(=O)OC3CCCCC3)CCC1)=O (cyclohexyl (S)-8-bromo-11,12,13,13a-tetrahydro-9-oxo-9H-imidazo[1,5-a]-pyrrolo[2,1-c][1,4]benzodiazepine-1-carboxylate). As a reaction SMILES: [Br:1][C:2]1[C:7]2[C:8](=[O:26])[N:9]3[CH2:25][CH2:24][CH2:23][C@H:10]3[C:11]3[N:12]([CH:13]=[N:14][C:15]=3[C:16]([O:18][C:19]([CH3:22])(C)[CH3:20])=[O:17])[C:6]=2[CH:5]=[CH:4][CH:3]=1.[CH:27]1(O)[CH2:32]CCC[CH2:28]1>CCO.CCO.CCO.CCO.[Ti]>[Br:1][C:2]1[C:7]2[C:8](=[O:26])[N:9]3[CH2:25][CH2:24][CH2:23][C@H:10]3[C:11]3[N:12]([CH:13]=[N:14][C:15]=3[C:16]([O:18][CH:19]3[CH2:20][CH2:32][CH2:27][CH2:28][CH2:22]3)=[O:17])[C:6]=2[CH:5]=[CH:4][CH:3]=1 |f:2.3.4.5.6|. Procedure: A mixture of 10 g (24 mmol)of tert.butyl (S)-8-bromo-11,12,13,13a-tetrahydro-9-oxo-9H-imidazo[1,5-a]pyrrolo[2,1-c][1,4]benzodiazepine-1-carboxylate, 30 g (300 mmol) of cyclohexanol and 1.80 g (8 mmol) of tetraethyl orthotitanate is stirred at 125° overnight, the solution obtained is evaporated to dryness, the residue is taken up in chloroform and stirred for 0.5 hour with 40 ml of a saturated potassium fluoride solution. The resulting emulsion is filtered through siliceous earth, the organic pha...